This data is from the Open Reaction Database (ORD), a public repository of structured organic reaction records. The task is: describe an organic reaction: reactants, conditions, products, and yield The reactants are CC=1N=CC(=NC1)C(=O)O (5-methylpyrazine-2-carboxylic acid), COC(N(C)C)OC (N,N-dimethylformamide dimethyl acetal), CN(C=O)C (N,N-dimethylformamide). Run at temperature 90 celsius, time 60 minute. Yields the product COC(=O)C1=NC=C(N=C1)C=CN(C)C (5-(2-dimethylamino-vinyl)-pyrazine-2-carboxylic acid methyl ester). Yield: 66.0%. Reaction SMILES: [CH3:1][C:2]1[N:3]=[CH:4][C:5]([C:8]([OH:10])=[O:9])=[N:6][CH:7]=1.CO[CH:13](OC)[N:14]([CH3:16])[CH3:15].[CH3:19]N(C)C=O>>[CH3:19][O:9][C:8]([C:5]1[CH:4]=[N:3][C:2]([CH:1]=[CH:13][N:14]([CH3:16])[CH3:15])=[CH:7][N:6]=1)=[O:10]. Procedure: A solution of 5-methylpyrazine-2-carboxylic acid (5.0 g, 36.2 mmol), N,N-dimethylformamide dimethyl acetal (15 mL, 113 mmol) and N,N-dimethylformamide (15 mL) was heated with stirring in an oil-bath at 90° C. under argon for 60 min. The temperature of the oil-bath was raised to 120° C., and the heating and stirring continued for an additional 120 min. The reaction mixture was then cooled to 25° C. and concentrated in vacuo to a volume of about 10 mL. The oily residue was partitioned with water (... Yields the product FC(C=1C=C(CNCC2COC=3C(=C4CC(NC4=CC3)=O)O2)C=CC1)(F)F (2-[(3-Trifluoromethyl-benzylamino)-methyl]-2,3,8,9-tetrahydro-7H-1,4-dioxino [2,3-e]indol-8-one). Conditions: temperature 85 celsius. Isolated yield 19.6%. Run in CS(=O)C (DMSO). The reactants are C1(=CC=C(C=C1)S(=O)(=O)OC[C@H]1COC=2C(=C3CC(NC3=CC2)=O)O1)C ((R)-2-(Toluene-4-sulfonyloxymethyl)-2,3,8,9-tetrahydro-7H-1,4-dioxino[2,3-e]indol-8-one), FC(C=1C=C(CN)C=CC1)(F)F (3-trifluoromethylbenzylamine), O (water). Procedure: (R)-2-(Toluene-4-sulfonyloxymethyl)-2,3,8,9-tetrahydro-7H-1,4-dioxino[2,3-e]indol-8-one (1.01 g, 2.70 mmole) and 3-trifluoromethylbenzylamine (1.75 ml, 12.0 mmole) were combined in 15 ml of dry DMSO and heated to 85° C. for 4 hours under a nitrogen atmosphere. After cooling to room temperature, 200 ml of water was added and the mixture was extracted twice with 250 ml portions of 50% ethyl acetate in hexane. The combined organic phases were washed with brine, dried over MgSO4, filtered and concen... As a reaction SMILES: C1(C)C=CC(S(O[CH2:11][C@@H:12]2[O:25][C:16]3=[C:17]4[C:21](=[CH:22][CH:23]=[C:15]3[O:14][CH2:13]2)[NH:20][C:19](=[O:24])[CH2:18]4)(=O)=O)=CC=1.[F:27][C:28]([F:38])([F:37])[C:29]1[CH:30]=[C:31]([CH:34]=[CH:35][CH:36]=1)[CH2:32][NH2:33].O>CS(C)=O>[F:27][C:28]([F:37])([F:38])[C:29]1[CH:30]=[C:31]([CH:34]=[CH:35][CH:36]=1)[CH2:32][NH:33][CH2:11][CH:12]1[O:25][C:16]2=[C:17]3[C:21](=[CH:22][CH:23]=[C:15]2[O:14][CH2:13]1)[NH:20][C:19](=[O:24])[CH2:18]3. Starting materials: C1CCOC1, Fc1cc(C2OCCCO2)ccc1-c1nc2ccc(C3(c4ccccc4)CC=CCC3)nc2s1, O. The product is Fc1cc(C2OCCCO2)ccc1-c1nc2ccc(C3(c4ccccc4)CCCCC3)nc2s1. As a reaction SMILES: [CH2:36]1[O:37][CH2:38][CH2:39][CH2:40]1.[O:2]1[CH:3]([c:8]2[cH:9][c:10]([F:35])[c:11](-[c:14]3[s:15][c:16]4[n:17][c:18]([C:23]5([c:29]6[cH:30][cH:31][cH:32][cH:33][cH:34]6)[CH2:24][CH:25]=[CH:26][CH2:27][CH2:28]5)[cH:19][cH:20][c:21]4[n:22]3)[cH:12][cH:13]2)[O:4][CH2:5][CH2:6][CH2:7]1.[OH2:1]>>[O:2]1[CH:3]([c:8]2[cH:9][c:10]([F:35])[c:11](-[c:14]3[s:15][c:16]4[n:17][c:18]([C:23]5([c:29]6[cH:30][cH:31][cH:32][cH:33][cH:34]6)[CH2:24][CH2:25][CH2:26][CH2:27][CH2:28]5)[cH:19][cH:20][c:21]4[n:22]3)[cH:12][cH:13]2)[O:4][CH2:5][CH2:6][CH2:7]1. Reactants: IC(I)I, [Cl-], [Cl-], O=CC(=O)c1ccc(Cl)cc1, [Cr+2], C1CCOC1. Product: O=C(C=CI)c1ccc(Cl)cc1. RXN SMILES: [CH:12]([I:13])([I:14])[I:15].[Cl-:21].[Cl-:22].[Cl:1][c:2]1[cH:3][cH:4][c:5]([C:8](=[O:9])[CH:10]=[O:11])[cH:6][cH:7]1.[Cr+2:23].[O:16]1[CH2:17][CH2:18][CH2:19][CH2:20]1>>[Cl:1][c:2]1[cH:3][cH:4][c:5]([C:8](=[O:9])[CH:10]=[CH:12][I:13])[cH:6][cH:7]1. Reaction SMILES: Cl[C:2]1[C:3]([C:16]2[CH:21]=[CH:20][C:19]([F:22])=[CH:18][CH:17]=2)=[N:4][C:5]2[C:10]([N:11]=1)=[CH:9][C:8]([C:12]([O:14][CH3:15])=[O:13])=[CH:7][CH:6]=2.[CH3:23][C@H:24]([NH2:27])[CH2:25][CH3:26]>CS(C)=O.O>[C@@H:24]([NH:27][C:2]1[C:3]([C:16]2[CH:21]=[CH:20][C:19]([F:22])=[CH:18][CH:17]=2)=[N:4][C:5]2[C:10]([N:11]=1)=[CH:9][C:8]([C:12]([O:14][CH3:15])=[O:13])=[CH:7][CH:6]=2)([CH2:25][CH3:26])[CH3:23]. Reactants: ClC=1C(=NC2=CC=C(C=C2N1)C(=O)OC)C1=CC=C(C=C1)F (methyl 3-chloro-2-(4-fluorophenyl)quinoxaline-6-carboxylate), C[C@@H](CC)N ((S)-butan-2-amine). The yield is 62.9%. Run in O (water), CS(=O)C (DMSO). Reported procedure: To a solution of methyl 3-chloro-2-(4-fluorophenyl)quinoxaline-6-carboxylate (400.0 mg, 1.26 mmol) in DMSO (3 mL) was added (S)-butan-2-amine (200 mg, 2.74 mmol). The resulting solution was stirred overnight at 90° C. and then diluted with water (50 mL), extracted with dichloromethane (5×20 mL), dried over anhydrous magnesium sulfate and concentrated in vacuo. The residue was purified by a silica gel column chromatography with 2% ethyl acetate in petroleum ether to afford (S)-methyl 3-(sec-butyl... Reaction conditions: temperature 90 celsius, time 8 hour. Yields the product [C@H](C)(CC)NC=1C(=NC2=CC=C(C=C2N1)C(=O)OC)C1=CC=C(C=C1)F ((S)-methyl 3-(sec-butylamino)-2-(4-fluorophenyl)quinoxaline-6-carboxylate). Starting materials: CC(C)O (IPA), C(C)O (ethanol), solution H, solution J, Solution A1, solution A1, solution J, C(C)O (ethanol), solution C1, solution H, solution J, C(C)(=O)CC(C)=O (acetylacetone), oxide, solution C1. Reagents/catalysts: C(C)C(C(=O)[O-])CCCC.[Co+2].C(C)C(C(=O)[O-])CCCC (Cobalt 2-ethylhexanoate). Run in O (water). Run at time 20 minute. The product is C(C)(=O)OC(COC)C (propylene glycol monomethyl ether acetate), CC(CC(C)(O)C)=O (diacetone alcohol). As a reaction SMILES: [C:1]([CH2:4][C:5](=[O:7])[CH3:6])(=[O:3])[CH3:2].[CH3:8][CH:9]([OH:11])C.[CH2:12]([OH:14])C>O.C(C(CCCC)C([O-])=O)C.[Co+2].C(C(CCCC)C([O-])=O)C>[C:9]([O:7][CH:5]([CH3:6])[CH2:4][O:14][CH3:12])(=[O:11])[CH3:8].[CH3:6][C:5](=[O:7])[CH2:4][C:1]([CH3:8])([OH:3])[CH3:2] |f:4.5.6|. Procedure: Cobalt 2-ethylhexanoate was diluted with a solvent in a weight ratio of ethanol:acetylacetone=100:10 to a solid content of 5 wt % as calculated as oxide (solution J) Solution A1, solution C1, solution H and solution J were mixed in a weight ratio of solution A1 :solution C1 :solution H:solution J=40:15:30:15, and heat treatment was conducted at 40° C. for 20 minutes. Then, the solution was diluted with a solvent in a mixed solvent in a weight ratio of water:ethanol:propylene glycol monomethyl et...